This data is from the Open Reaction Database (ORD), a public repository of structured organic reaction records. The task is: describe an organic reaction: reactants, conditions, products, and yield The reactants are BrC=1C=NC(=NC1)Cl (5-bromo-2-chloropyrimidine), C1(=CC=CC=C1)O (phenol), [OH-].[K+] (potassium hydroxide), O (water). Procedure details: A mixture of 5-bromo-2-chloropyrimidine (5.00 g, 0.0259 mol), phenol (3.16 g, 0.0336 mol), dibenzo-18-crown-6 (0.47 g, 0.0013 mol) and ground potassium hydroxide (3.51 g, 0.0626 mol) in toluene (75 ml) was heated at reflux for 5 hours with azeotropic removal of water. The mixture was allowed to cool to ambient temperature and the solvent was removed under reduced pressure. The residue was partitioned between water and chloroform. The layers were separated and the aqueous phase was extracted with... Run in C1(=CC=CC=C1)C (toluene). Yield: 54.4%. The product is BrC=1C=NC(=NC1)OC1=CC=CC=C1 (5-bromo-2-phenoxy-pyrimidine). Reaction SMILES: [Br:1][C:2]1[CH:3]=[N:4][C:5](Cl)=[N:6][CH:7]=1.[C:9]1([OH:15])[CH:14]=[CH:13][CH:12]=[CH:11][CH:10]=1.[OH-].[K+].O>C1(C)C=CC=CC=1.C1OCCOC2C(=CC=CC=2)OCCOCCOC2C(=CC=CC=2)OC1>[Br:1][C:2]1[CH:3]=[N:4][C:5]([O:15][C:9]2[CH:14]=[CH:13][CH:12]=[CH:11][CH:10]=2)=[N:6][CH:7]=1 |f:2.3|. Reagents/catalysts: C1COC2=CC=CC=C2OCCOCCOC3=CC=CC=C3OCCO1 (dibenzo-18-crown-6).